This data is from the Open Reaction Database (ORD), a public repository of structured organic reaction records. The task is: describe an organic reaction: reactants, conditions, products, and yield The reactants are CCOC(=O)C(C)(C)N1CCN(C(=O)OC(C)(C)C)CC1, C1CCNC1, C1CCOC1, [Li]CCCC. Yields the product CC(C)(C)OC(=O)N1CCN(C(C)(C)C(=O)N2CCCC2)CC1. As a reaction SMILES: [C:11]([CH3:12])([CH3:13])([CH3:14])[O:15][C:16](=[O:17])[N:18]1[CH2:19][CH2:20][N:21]([C:24]([CH3:25])([CH3:26])[C:27](=[O:28])[O:29][CH2:30][CH3:31])[CH2:22][CH2:23]1.[CH2:1]1[CH2:2][CH2:3][NH:4][CH2:5]1.[CH2:32]1[O:33][CH2:34][CH2:35][CH2:36]1.[CH3:6][CH2:7][CH2:8][CH2:9][Li:10]>>[CH2:1]1[CH2:2][CH2:3][N:4]([C:27]([C:24]([N:21]2[CH2:20][CH2:19][N:18]([C:16]([O:15][C:11]([CH3:12])([CH3:13])[CH3:14])=[O:17])[CH2:23][CH2:22]2)([CH3:25])[CH3:26])=[O:28])[CH2:5]1. Starting materials: BrC1=CC2=C(OCC(N2C(C(=O)OCC)C)=O)C=C1C(F)(F)F (ethyl 2-(6-bromo-3-oxo-7-(trifluoromethyl)-2H-benzo[b][1,4]oxazin-4(3H)-yl)propanoate), COC=1C=CC(=CC1)P2(=S)SP(=S)(S2)C=3C=CC(=CC3)OC (Lawesson reagent), O.NN (hydrazine hydrate). Solvent: C1(=CC=CC=C1)C (toluene). The product is BrC=1C=C2N3C(C(NN=C3COC2=CC1C(F)(F)F)=O)C (6-bromo-4-methyl-7-trifluoromethyl-2,10-dihydro-9-oxa-1,2,4a-triaza-phenanthren-3-one). The yield is 18.4%. RXN SMILES: [Br:1][C:2]1[C:19]([C:20]([F:23])([F:22])[F:21])=[CH:18][C:5]2[O:6][CH2:7][C:8](=O)[N:9]([CH:10]([CH3:16])[C:11](OCC)=[O:12])[C:4]=2[CH:3]=1.COC1C=CC(P2(SP(C3C=CC(OC)=CC=3)(=S)S2)=S)=CC=1.O.[NH2:47][NH2:48]>C1(C)C=CC=CC=1>[Br:1][C:2]1[CH:3]=[C:4]2[C:5](=[CH:18][C:19]=1[C:20]([F:23])([F:22])[F:21])[O:6][CH2:7][C:8]1[N:9]2[CH:10]([CH3:16])[C:11](=[O:12])[NH:47][N:48]=1 |f:2.3|. Reported procedure: A mixture of ethyl 2-(6-bromo-3-oxo-7-(trifluoromethyl)-2H-benzo[b][1,4]oxazin-4(3H)-yl)propanoate (7.7 g, 19.44 mmol) and Lawesson reagent (8.65 g, 21.38 mmol) in toluene (20 mL) was heated at reflux for 1 h. The reaction mixture was cooled to ambient temperature, hydrazine hydrate (4.98 g, 155 mmol) was added and the reaction mixture was heated at 80° C. for 1 h. The reaction mixture was cooled to ambient temperature and the solvent was evaporated in vacuo. The residue was purified by column c... Starting materials: FC1=C(OC2CN(C2)C(=O)Cl)C=C(C=C1)C(F)(F)F (3-[2-fluoro-5-(trifluoromethyl)phenoxyl]-1-azetidinecarbonyl chloride), CN (monomethylamine). The solvent is O (water), O1CCCC1 (tetrahydrofuran). Run at time 16 hour. Product: FC1=C(OC2CN(C2)C(=O)NC)C=C(C=C1)C(F)(F)F (3-[2-Fluoro-5-(trifluoromethyl)phenoxy]-N-methyl-1-azetidine-carboxamide). Isolated yield 79.8%. As a reaction SMILES: [F:1][C:2]1[CH:15]=[CH:14][C:13]([C:16]([F:19])([F:18])[F:17])=[CH:12][C:3]=1[O:4][CH:5]1[CH2:8][N:7]([C:9](Cl)=[O:10])[CH2:6]1.[CH3:20][NH2:21]>O1CCCC1.O>[F:1][C:2]1[CH:15]=[CH:14][C:13]([C:16]([F:19])([F:18])[F:17])=[CH:12][C:3]=1[O:4][CH:5]1[CH2:8][N:7]([C:9]([NH:21][CH3:20])=[O:10])[CH2:6]1. Procedure details: A stirred solution of 4.5 g (0.015 mol) of 3-[2-fluoro-5-(trifluoromethyl)phenoxyl]-1-azetidinecarbonyl chloride in 20 mL of tetrahydrofuran was treated with 4.0 g (0.05 mol) of 40% aqueous monomethylamine. After stirring for 16 h the reaction mixture was diluted with 200 mL of water and the oil which separated slowly solidified. The solids were collected by filtration (3.9 g) and recrystallized from benzene/ligroin, yielding 3.5 g (79.8%) of white crystals, mp 93.5°-95° C. Starting materials: CCOc1ccccc1OC(=O)NS(=O)(=O)Oc1ccccc1OCC, Cc1ccccc1, COc1cc(OC)nc(N)n1. Yields the product CCOc1ccccc1OS(=O)(=O)NC(=O)Nc1nc(OC)cc(OC)n1. RXN SMILES: [CH2:1]([CH3:2])[O:3][c:4]1[c:5]([O:6][S:7](=[O:8])(=[O:9])[NH:10][C:11]([O:12][c:13]2[cH:14][cH:15][cH:16][cH:17][c:18]2[O:19][CH2:20][CH3:21])=[O:22])[cH:23][cH:24][cH:25][cH:26]1.[CH3:38][c:39]1[cH:40][cH:41][cH:42][cH:43][cH:44]1.[NH2:27][c:28]1[n:29][c:30]([O:36][CH3:37])[cH:31][c:32]([O:34][CH3:35])[n:33]1>>[CH2:1]([CH3:2])[O:3][c:4]1[c:5]([O:6][S:7](=[O:8])(=[O:9])[NH:10][C:11](=[O:22])[NH:27][c:28]2[n:29][c:30]([O:36][CH3:37])[cH:31][c:32]([O:34][CH3:35])[n:33]2)[cH:23][cH:24][cH:25][cH:26]1. Reactants: BrC=1C=C2C(=C(C=NC2=CC1)C(C)=O)Cl (1-(6-bromo-4-chloroquinolin-3-yl)ethanone), CN(CCNC1=NC=C(C=C1)N)C (N2-(2-(dimethylamino)ethyl)pyridine-2,5-diamine). Yields the product BrC=1C=C2C(=C(C=NC2=CC1)C(C)=O)NC=1C=NC(=CC1)NCCN(C)C (1-(6-bromo-4-(6-(2-(dimethylamino)ethylamino)pyridin-3-ylamino)quinolin-3-yl)ethanone). Yield: 74.7%. RXN SMILES: [Br:1][C:2]1[CH:3]=[C:4]2[C:9](=[CH:10][CH:11]=1)[N:8]=[CH:7][C:6]([C:12](=[O:14])[CH3:13])=[C:5]2Cl.[CH3:16][N:17]([CH3:28])[CH2:18][CH2:19][NH:20][C:21]1[CH:26]=[CH:25][C:24]([NH2:27])=[CH:23][N:22]=1>>[Br:1][C:2]1[CH:3]=[C:4]2[C:9](=[CH:10][CH:11]=1)[N:8]=[CH:7][C:6]([C:12](=[O:14])[CH3:13])=[C:5]2[NH:27][C:24]1[CH:23]=[N:22][C:21]([NH:20][CH2:19][CH2:18][N:17]([CH3:28])[CH3:16])=[CH:26][CH:25]=1. Reported procedure: Following General procedure C, 1-(6-bromo-4-chloroquinolin-3-yl)ethanone (284 mg, 1 mmol) was reacted with N2-(2-(dimethylamino)ethyl)pyridine-2,5-diamine (270 mg, 1.5 mmol) to afford the desired product (320 mg, 74%) as a yellow solid: ESI MS m/z 428 [C20H22BrN5O+H]+. Starting materials: N([C@@H](CC1=CC=CC=C1)C(=O)NN)C(=O)OCC1=CC=CC=C1 (Z-Phe-NH-NH2), C(C)(=O)OC(C)=O (acetic anhydride), TEA. Solvent: C1CCOC1 (THF). Reaction conditions: time 2 hour. The product is N([C@@H](CC1=CC=CC=C1)C(=O)NNC(=O)C)C(=O)OCC1=CC=CC=C1 (Z-Phe-NH-NH-CO-CH3). RXN SMILES: [NH:1]([C:14]([O:16][CH2:17][C:18]1[CH:23]=[CH:22][CH:21]=[CH:20][CH:19]=1)=[O:15])[C@H:2]([C:10]([NH:12][NH2:13])=[O:11])[CH2:3][C:4]1[CH:9]=[CH:8][CH:7]=[CH:6][CH:5]=1.[C:24](OC(=O)C)(=[O:26])[CH3:25]>C1COCC1>[NH:1]([C:14]([O:16][CH2:17][C:18]1[CH:23]=[CH:22][CH:21]=[CH:20][CH:19]=1)=[O:15])[C@H:2]([C:10]([NH:12][NH:13][C:24]([CH3:25])=[O:26])=[O:11])[CH2:3][C:4]1[CH:5]=[CH:6][CH:7]=[CH:8][CH:9]=1. Reported procedure: In 50 ml of THF is dissolved 2.03 g (6.5 m mols) of Z-Phe-NH-NH2, and under cooling, 1.4 ml of acetic anhydride and 0.9 ml of TEA are added dropwise. The mixture is stirred at room temperature for 2 hours. The crystals are collected by filtration, washed with diethyl ether and recrystallized from AcOEt. 1.9 g (83%); m.p. 205°-206° C.; [α]D23 -16.4° (c=0.5, DMF); Rf1 =0.60. The reactants are CC(COc1ccc2c(c1)C(=O)NC(C)(C)O2)NCc1ccccc1, CC(C)O, CNC(=O)c1ccc(OCC2CO2)cc1. Product: CNC(=O)c1ccc(OCC(O)CN(Cc2ccccc2)C(C)COc2ccc3c(c2)C(=O)NC(C)(C)O3)cc1. As a reaction SMILES: [CH2:1]([c:2]1[cH:3][cH:4][cH:5][cH:6][cH:7]1)[NH:8][CH:9]([CH2:10][O:11][c:12]1[cH:13][cH:14][c:15]2[c:16]([cH:24]1)[C:17](=[O:23])[NH:18][C:19]([CH3:21])([CH3:22])[O:20]2)[CH3:25].[CH:41]([OH:42])([CH3:43])[CH3:44].[O:26]1[CH:27]([CH2:28][O:29][c:30]2[cH:31][cH:32][c:33]([C:34](=[O:35])[NH:36][CH3:37])[cH:38][cH:39]2)[CH2:40]1>>[CH2:1]([c:2]1[cH:3][cH:4][cH:5][cH:6][cH:7]1)[N:8]([CH:9]([CH2:10][O:11][c:12]1[cH:13][cH:14][c:15]2[c:16]([cH:24]1)[C:17](=[O:23])[NH:18][C:19]([CH3:21])([CH3:22])[O:20]2)[CH3:25])[CH2:40][CH:27]([OH:26])[CH2:28][O:29][c:30]1[cH:31][cH:32][c:33]([C:34](=[O:35])[NH:36][CH3:37])[cH:38][cH:39]1. Reactants: CC=1C=C(C=CC1)CC(=S)N (3-methylphenyl(thioacetamide)), CI (methyl iodide). The solvent is CC(=O)C (acetone). Yields the product I.CC=1C=C(C=CC1)CC(SC)=N (methyl 3-methylphenyl(thioacetimidate) hydriodide). RXN SMILES: [CH3:1][C:2]1[CH:3]=[C:4]([CH2:8][C:9]([NH2:11])=[S:10])[CH:5]=[CH:6][CH:7]=1.[CH3:12][I:13]>CC(C)=O>[IH:13].[CH3:1][C:2]1[CH:3]=[C:4]([CH2:8][C:9](=[NH:11])[S:10][CH3:12])[CH:5]=[CH:6][CH:7]=1 |f:3.4|. Procedure: A solution of 3-methylphenyl(thioacetamide) (4.9 g.) and methyl iodide (12.6 g.) in acetone (15 ml.) was heated to reflux for 20 minutes. The mixture was cooled and filtered to give pure methyl 3-methylphenyl(thioacetimidate) hydriodide, m.p. 142°-144°. The reactants are C(#N)C=1C=C2C(=CN(C2=CC1)C1=CC=C(C=C1)F)C=1CCN(CC1)CCN1C(NCC1)=O (5-Cyano-1-(4-fluorophenyl)-3-[1-[2-(2-imidazolidinon-1-yl)ethyl]-1,2,3,6-tetrahydropyridin4-yl]-1H-indole), [OH-].[NH4+] (ammonium hydroxide). Reagents/catalysts: O=[Pt]=O (PtO2). Solvent: C(C)(=O)O (acetic acid). Yields the product NCC=1C=C2C(=CN(C2=CC1)C1=CC=C(C=C1)F)C1CCN(CC1)CCN1C(NCC1)=O (1-[2-[4-[5-aminomethyl-1-(4-fluorophenyl)-1H-indol-3-yl]-1-piperidinyl]ethyl]-2-imidazolidinon). Reaction SMILES: [C:1]([C:3]1[CH:4]=[C:5]2[C:9](=[CH:10][CH:11]=1)[N:8]([C:12]1[CH:17]=[CH:16][C:15]([F:18])=[CH:14][CH:13]=1)[CH:7]=[C:6]2[C:19]1[CH2:20][CH2:21][N:22]([CH2:25][CH2:26][N:27]2[CH2:31][CH2:30][NH:29][C:28]2=[O:32])[CH2:23][CH:24]=1)#[N:2].[OH-].[NH4+]>C(O)(=O)C.O=[Pt]=O>[NH2:2][CH2:1][C:3]1[CH:4]=[C:5]2[C:9](=[CH:10][CH:11]=1)[N:8]([C:12]1[CH:13]=[CH:14][C:15]([F:18])=[CH:16][CH:17]=1)[CH:7]=[C:6]2[CH:19]1[CH2:20][CH2:21][N:22]([CH2:25][CH2:26][N:27]2[CH2:31][CH2:30][NH:29][C:28]2=[O:32])[CH2:23][CH2:24]1 |f:1.2|. Reported procedure: 5-Cyano-1-(4-fluorophenyl)-3-[1-[2-(2-imidazolidinon-1-yl)ethyl]-1,2,3,6-tetrahydropyridin4-yl]-1H-indole (Perregaard, J.; Bges, K. P.; Hyttel, J.; Sánches, C.: J Med. Chem., 1992, 35, 1092-1101) (4.6 g) was hydrogenated with PtO2 in acetic acid at 3 ATO for 5 h. Ice and ammonium hydroxide was added to pH 9 and the aqueous phase was extracted with ethyl acetate. The combined organic phases were washed with water, dried over MgSO4 and the solvent was removed in vacuo. The title compound was purif... The reactants are ClCC(CC(=O)OC)=O (methyl 4-chloroacetoacetate), Cl (HCl), [H-].[Na+] (sodium hydride), [Cl-].[NH4+] (ammonium chloride), OCCN1C(C=2C(C1=O)=CC=CC2)=O (N-(2-hydroxyethyl)phthalimide), [H-].[Na+] (sodium hydride), [H-].[Na+] (sodium hydride), ClCC(CC(=O)OC)=O (methyl 4-chloroacetoacetate). Run in CN(C=O)C (N,N-dimethylformamide), CN(C=O)C (N,N-dimethylformamide). Reaction conditions: time 30 minute. Yields the product COC(CC(COCCN1C(C2=CC=CC=C2C1=O)=O)=O)=O (4-[2-(1,3-Dioxo-1,3-dihydro-isoindol-2-yl)-ethoxy]-3-oxo-butyric acid methyl ester). As a reaction SMILES: [H-].[Na+].[OH:3][CH2:4][CH2:5][N:6]1[C:10](=[O:11])[C:9]2=[CH:12][CH:13]=[CH:14][CH:15]=[C:8]2[C:7]1=[O:16].Cl[CH2:18][C:19](=[O:25])[CH2:20][C:21]([O:23][CH3:24])=[O:22].[Cl-].[NH4+].Cl>CN(C)C=O>[CH3:24][O:23][C:21](=[O:22])[CH2:20][C:19](=[O:25])[CH2:18][O:3][CH2:4][CH2:5][N:6]1[C:10](=[O:11])[C:9]2[C:8](=[CH:15][CH:14]=[CH:13][CH:12]=2)[C:7]1=[O:16] |f:0.1,4.5|. Procedure: To a stirred suspension of sodium hydride (60% dispersion in mineral oil, 6.28 g, 157 mmol) in N,N-dimethylformamide (150 mL) under nitrogen at 0° C. was added portion wise N-(2-hydroxyethyl)phthalimide (2, 20 g, 105 mmol). The reaction mixture was then allowed to warm to ambient temperature with stirring for 30 minutes. To a stirred suspension in a separate flask of sodium hydride (60% dispersion in mineral oil, 6.28 g, 157 mmol) in N,N-dimethylformamide (150 mL) under nitrogen at 0° C. was add...